From a dataset of the Open Reaction Database (ORD), a public repository of structured organic reaction records. describe an organic reaction: reactants, conditions, products, and yield The reactants are CN(C=1C=NC(=CC1)C1=C(C(=O)OC)C=CC=C1)C (methyl 3-dimethylaminopyridine-6-ylbenzoate), [OH-].[Na+] (sodium hydroxide). The product is CN(C=1C=NC(=CC1)C1=C(C(=O)O)C=CC=C1)C (3-Dimethylaminopyridine-6-ylbenzoic acid). Isolated yield 90.5%. As a reaction SMILES: [CH3:1][N:2]([CH3:19])[C:3]1[CH:4]=[N:5][C:6]([C:9]2[CH:18]=[CH:17][CH:16]=[CH:15][C:10]=2[C:11]([O:13]C)=[O:12])=[CH:7][CH:8]=1.[OH-].[Na+]>>[CH3:1][N:2]([CH3:19])[C:3]1[CH:4]=[N:5][C:6]([C:9]2[CH:18]=[CH:17][CH:16]=[CH:15][C:10]=2[C:11]([OH:13])=[O:12])=[CH:7][CH:8]=1 |f:1.2|. Procedure details: In a similar manner to that described in Example 2, a reaction was carried out using methyl 3-dimethylaminopyridine-6-ylbenzoate (277 mg), which is the product of Reference example 34(a), and aqueous sodium hydroxide solution (1N, 2.20 ml) and the reaction mixture was treated to afford the title compound (237 mg)as colorless crystals. Yield: 62.0%. RXN SMILES: [C:1]1([CH2:7][CH2:8][CH2:9][C:10]#C)[CH:6]=[CH:5][CH:4]=[CH:3][CH:2]=1.C1(CCC#C)C=CC=CC=1.[N:22]([C:25]1[S:26][C:27]([C:31]([O:33][CH2:34][CH3:35])=[O:32])=[C:28]([CH3:30])[N:29]=1)=[N+:23]=[N-:24]>>[CH3:30][C:28]1[N:29]=[C:25]([N:22]2[CH:10]=[C:9]([CH2:8][CH2:7][C:1]3[CH:2]=[CH:3][CH:4]=[CH:5][CH:6]=3)[N:24]=[N:23]2)[S:26][C:27]=1[C:31]([O:33][CH2:34][CH3:35])=[O:32]. Procedure: Following the procedure as described in Example 12, making variations as necessary to replace 5-phenyl-1-pentyne with 4-phenyl-1-butyne to react with ethyl 2-azido-4-methylthiazole-5-carboxylate, the title compound was obtained as a white solid in 62% yield: 1H NMR (300 MHz, CDCl3) δ 8.05 (s, 1H), 7.33-7.19 (m, 5H), 4.34 (q, J=7.1 Hz, 2H), 3.17-3.03 (m, 4H), 2.71 (s, 3H), 1.39 (t, J=7.1 Hz, 3H); MS (ES+) m/z 343.3 (M+1). Product: CC=1N=C(SC1C(=O)OCC)N1N=NC(=C1)CCC1=CC=CC=C1 (ethyl 4-methyl-2-(4-phenethyl-1H-1,2,3-triazol-1-yl)thiazole-5-carboxylate). The reactants are C1(=CC=CC=C1)CCCC#C (5-phenyl-1-pentyne), C1(=CC=CC=C1)CCC#C (4-phenyl-1-butyne), N(=[N+]=[N-])C=1SC(=C(N1)C)C(=O)OCC (ethyl 2-azido-4-methylthiazole-5-carboxylate). Reaction SMILES: [CH2:1]([O:3][C:4](=[O:18])[C:5]1[CH:10]=[C:9]([CH3:11])[CH:8]=[C:7]([C:12]2[CH2:16][CH2:15][CH2:14][C:13]=2Br)[CH:6]=1)[CH3:2].[F:19][C:20]([F:40])([F:39])[C:21]1[CH:22]=[CH:23][C:24]([O:30][CH2:31][C:32]2[CH:37]=[CH:36][C:35]([F:38])=[CH:34][CH:33]=2)=[C:25](B(O)O)[CH:26]=1>>[CH2:1]([O:3][C:4](=[O:18])[C:5]1[CH:10]=[C:9]([CH3:11])[CH:8]=[C:7]([C:12]2[CH2:16][CH2:15][CH2:14][C:13]=2[C:23]2[CH:22]=[C:21]([C:20]([F:40])([F:19])[F:39])[CH:26]=[CH:25][C:24]=2[O:30][CH2:31][C:32]2[CH:37]=[CH:36][C:35]([F:38])=[CH:34][CH:33]=2)[CH:6]=1)[CH3:2]. Yields the product C(C)OC(C1=CC(=CC(=C1)C)C1=C(CCC1)C1=C(C=CC(=C1)C(F)(F)F)OCC1=CC=C(C=C1)F)=O (3-{2-[5-Trifluoromethyl-2-(4-fluorobenzyloxy)phenyl]cyclopent-1-enyl}-5-methylbenzoic acid ethyl ester). The reactants are C(C)OC(C1=CC(=CC(=C1)C)C1=C(CCC1)Br)=O (3-(2-bromocyclopent-1-enyl)-5-methylbenzoic acid ethyl ester), FC(C=1C=CC(=C(C1)B(O)O)OCC1=CC=C(C=C1)F)(F)F ([5-trifluoromethyl-2-(4-fluorobenzyloxy)phenyl]boronic acid). Procedure: Prepared by general procedure B(iii) but using 3-(2-bromocyclopent-1-enyl)-5-methylbenzoic acid ethyl ester instead of 3-(2-bromo-cyclopent-1-enyl)-6-methyl benzoic acid ethyl ester and using [5-trifluoromethyl-2-(4-fluorobenzyloxy)phenyl]boronic acid instead of (5-chloro-2-benzyloxyphenyl)boronic acid. The reactants are C(C)(C)O (isopropanol), product, CC1(C2CCC(=C)C1C2)C (β-pinene), S([O-])(O)=O.[NH4+] (Ammonium bisulfite). Run in O (water). Reaction conditions: time 22 hour. Yields the product C1(=CC[C@H](CC1)C(C)C)CS(=O)(=O)[O-].[NH4+] ((-) Ammonium(4S)-p-menth-1-ene-7-sulfonate). As a reaction SMILES: C(O)(C)C.[CH3:5][C:6]1([CH3:14])[CH:12]2[CH2:13][CH:7]1[CH2:8][CH2:9][C:10]2=[CH2:11].[S:15](=[O:18])([OH:17])[O-:16].[NH4+:19]>O>[C:10]1([CH2:11][S:15]([O-:18])(=[O:17])=[O:16])[CH2:12][CH2:13][C@H:7]([CH:6]([CH3:14])[CH3:5])[CH2:8][CH:9]=1.[NH4+:19] |f:2.3,5.6|. Reported procedure: Into a 1 liter flask equipped with magnetic stirrer were placed 450 ml isopropanol, 240 ml water and 54.4 grams (0.4 mole) β-pinene. Ammonium bisulfite, 105 grams (45%) was then added thereto. The mixture was stirred at 40°-45° C. for 22 hours. Thereafter, the solution was evaporated to dryness. Residue was extracted with methanol. The methanolic solution was filtered, and the resultant filtrate evaporated to dryness. Obtained were 84 grams product (85.8% purity; 77% yield).